This data is from the Open Reaction Database (ORD), a public repository of structured organic reaction records. The task is: describe an organic reaction: reactants, conditions, products, and yield The reactants are NC1=CC=C(C=C1)N1C2=C(NC(CC1=O)=O)C=1CCCCC1C=C2 (5-(4-Aminophenyl)-1,5,8,9,10,11-hexahydronaphtho[1,2-b][1,4]diazepine-2,4-dione), COC=1C=C(C=CC1)S(=O)(=O)Cl (3-methoxybenzenesulfonyl chloride). The solvent is N1=CC=CC=C1 (pyridine). Product: O=C1CC(N(C2=C(N1)C=1CCCCC1C=C2)C2=CC=C(C=C2)NS(=O)(=O)C2=CC(=CC=C2)OC)=O (N-[4-(2,4-Dioxo-1,2,3,4,8,9,10,11-octahydronaphtho[1,2-b][1,4]diazepin-5-yl)phenyl]-3-methoxybenzenesulfonamide). Yield: 48.3%. RXN SMILES: [NH2:1][C:2]1[CH:7]=[CH:6][C:5]([N:8]2[C:14](=[O:15])[CH2:13][C:12](=[O:16])[NH:11][C:10]3[C:17]4[CH2:18][CH2:19][CH2:20][CH2:21][C:22]=4[CH:23]=[CH:24][C:9]2=3)=[CH:4][CH:3]=1.[CH3:25][O:26][C:27]1[CH:28]=[C:29]([S:33](Cl)(=[O:35])=[O:34])[CH:30]=[CH:31][CH:32]=1>N1C=CC=CC=1>[O:16]=[C:12]1[NH:11][C:10]2[C:17]3[CH2:18][CH2:19][CH2:20][CH2:21][C:22]=3[CH:23]=[CH:24][C:9]=2[N:8]([C:5]2[CH:4]=[CH:3][C:2]([NH:1][S:33]([C:29]3[CH:30]=[CH:31][CH:32]=[C:27]([O:26][CH3:25])[CH:28]=3)(=[O:35])=[O:34])=[CH:7][CH:6]=2)[C:14](=[O:15])[CH2:13]1. Reported procedure: 5-(4-Aminophenyl)-1,5,8,9,10,11-hexahydronaphtho[1,2-b][1,4]diazepine-2,4-dione (65 mg, 0.202 mmol) obtained in Example 55, and 3-methoxybenzenesulfonyl chloride (63 mg, 0.305 mmol) were treated by heating in pyridine (2.0 mL). After the disappearance of the starting materials was confirmed, the same treatment as that of Example 145 was performed to give the title compound (48 mg, yield 48%) as white crystals.